This data is from the Open Reaction Database (ORD), a public repository of structured organic reaction records. The task is: describe an organic reaction: reactants, conditions, products, and yield Starting materials: [H-], [Na+], C1CCOC1, O, OCCCl, CC12CCC3C(CC=C4CC(S)CCC43C)C1CCC2=O. Product: CC12CCC3C(CC=C4CC(SCCO)CCC43C)C1CCC2=O. Reaction SMILES: [H-:26].[Na+:27].[O:28]1[CH2:29][CH2:30][CH2:31][CH2:32]1.[OH2:33].[OH:22][CH2:23][CH2:24][Cl:25].[SH:1][CH:2]1[CH2:3][C:4]2=[CH:5][CH2:6][CH:7]3[CH:8]4[CH2:9][CH2:10][C:11](=[O:21])[C:12]4([CH3:13])[CH2:14][CH2:15][CH:16]3[C:17]2([CH3:20])[CH2:18][CH2:19]1>>[S:1]([CH:2]1[CH2:3][C:4]2=[CH:5][CH2:6][CH:7]3[CH:8]4[CH2:9][CH2:10][C:11](=[O:21])[C:12]4([CH3:13])[CH2:14][CH2:15][CH:16]3[C:17]2([CH3:20])[CH2:18][CH2:19]1)[CH2:24][CH2:23][OH:22]. Reactants: C(C)(C)C=1N=C(SC1)C(=O)OC (methyl 4-isopropylthiazole-2-carboxylate), CO (methanol). Solvent: C(Cl)(Cl)Cl (chloroform). The product is OCC=1SC=C(N1)C(C)C (Hydroxymethyl-4-isopropylthiazole). Isolated yield 5.0%. Reaction SMILES: [CH:1]([C:4]1[N:5]=[C:6]([C:9](OC)=[O:10])[S:7][CH:8]=1)([CH3:3])[CH3:2].CO>C(Cl)(Cl)Cl>[OH:10][CH2:9][C:6]1[S:7][CH:8]=[C:4]([CH:1]([CH3:3])[CH3:2])[N:5]=1. Reported procedure: Using the procedure of Example 5B, but replacing ethyl 2-isopropyl-4-thiazolecarboxylate with methyl 4-isopropylthiazole-2-carboxylate provided, after silica gel chromatography using 2% methanol in chloroform, the desired compound (Rf 0.3, 5% methanol in chloroform) in 96% yield. Reactants: C1CCC[C@@]2(C3=CC=CC=C3CC[C@H]12)C(=O)O (Cis-1,3,4,9,10,10a-Hexahydro-4a(2H)phenanthrene-carboxylic acid), C(C)(=O)O (acetic acid), C(C)(=O)O (acetic acid). Reagents/catalysts: [O-2].[O-2].[O-2].[Cr+6] (chromium trioxide). Solvent: O (water). Conditions: time 5 hour. Product: O=C1C2=CC=CC=C2[C@]2(CCCC[C@H]2C1)C(=O)O (Cis-1,3,4,9,10,10a-Hexahydro-9-oxo-4a(2H)phenanthrene carboxylic acid). As a reaction SMILES: [CH2:1]1[C@@H:14]2[C@@:5]([C:15]([OH:17])=[O:16])([C:6]3[C:11]([CH2:12][CH2:13]2)=[CH:10][CH:9]=[CH:8][CH:7]=3)[CH2:4][CH2:3][CH2:2]1.C(O)(=[O:20])C>O.[O-2].[O-2].[O-2].[Cr+6]>[O:20]=[C:12]1[CH2:13][C@H:14]2[C@:5]([C:15]([OH:17])=[O:16])([CH2:4][CH2:3][CH2:2][CH2:1]2)[C:6]2[C:11]1=[CH:10][CH:9]=[CH:8][CH:7]=2 |f:3.4.5.6|. Reported procedure: A solution of the compound from Example 6 (42 g, 0.182 mol) in 900 mL glacial acetic acid was treated dropwise with a solution of chromium trioxide (91 g, 0.912 mol) in 850 mL of glacial acetic acid and 50 mL of water. The reaction was stirred at room temperature for 5 hours and concentrated. The residue was partitioned between benzene and water. The aqueous layer was saturated with NaCl and extracted with additional benzene. The combined organic layers were dried (MgSO4), filtered and concentra... The reactants are C(CC(=O)C)(=O)OCC (ethyl acetoacetate), CS(=O)(=O)C=1N=NC(=C(N1)C1=CC=CC=C1)C1=CC=CC=C1 (3-(Methylsulfonyl)-5,6-diphenyl-1,2,4-triazine), [H-].[Na+] (NaH), CS(=O)(=O)C=1N=NC(=C(N1)C1=CC=CC=C1)C1=CC=CC=C1 (3-(Methylsulfonyl)-5,6-diphenyl-1,2,4-triazine). Solvent: C1CCOC1 (THF), C1CCOC1 (THF). Reaction conditions: temperature 60 celsius, time 15 minute. Yields the product C1(=CC=CC=C1)C=1N=C(N=NC1C1=CC=CC=C1)CC(=O)OCC (Ethyl 2-(5,6-Diphenyl-1,2,4-triazin-3-yl)acetate). As a reaction SMILES: [H-].[Na+].[C:3]([O:9][CH2:10][CH3:11])(=[O:8])[CH2:4][C:5](C)=O.CS(C1[N:17]=[N:18][C:19]([C:28]2[CH:33]=[CH:32][CH:31]=[CH:30][CH:29]=2)=[C:20]([C:22]2[CH:27]=[CH:26][CH:25]=[CH:24][CH:23]=2)[N:21]=1)(=O)=O>C1COCC1>[C:22]1([C:20]2[N:21]=[C:5]([CH2:4][C:3]([O:9][CH2:10][CH3:11])=[O:8])[N:17]=[N:18][C:19]=2[C:28]2[CH:33]=[CH:32][CH:31]=[CH:30][CH:29]=2)[CH:23]=[CH:24][CH:25]=[CH:26][CH:27]=1 |f:0.1|. Procedure: To a suspension of NaH (41 mg, 1.61 mmol) in THF (2 ml) at 0° C. was added ethyl acetoacetate (105 mg. 0.80 mmol) dropwise. After the mixture was stirred for 15 min, a solution of 3-(methylsulfonyl)-5,6-diphenyl-1,2,4-triazine (Compound 87) (250 mg, 0.80 mmol) in THF (3 ml) was cannulated into the solution, and the resulting solution was heated to 60° C. for 2 hours. The reaction was then quenched with water. The product was extracted with ethyl acetate. The organic layer was washed with water, ... Reactants: CCO, [Cl-], O=C(Nc1cc(Oc2ccc([N+](=O)[O-])cc2F)ncn1)N1CCCC1, [Fe], [NH4+], O. Product: Nc1ccc(Oc2cc(NC(=O)N3CCCC3)ncn2)c(F)c1. Reaction SMILES: [CH2:29]([OH:30])[CH3:31].[Cl-:26].[F:1][c:2]1[c:3]([O:4][c:5]2[cH:6][c:7]([NH:11][C:12](=[O:13])[N:14]3[CH2:15][CH2:16][CH2:17][CH2:18]3)[n:8][cH:9][n:10]2)[cH:19][cH:20][c:21]([N+:23]([O-:24])=[O:25])[cH:22]1.[Fe:32].[NH4+:27].[OH2:28]>>[F:1][c:2]1[c:3]([O:4][c:5]2[cH:6][c:7]([NH:11][C:12](=[O:13])[N:14]3[CH2:15][CH2:16][CH2:17][CH2:18]3)[n:8][cH:9][n:10]2)[cH:19][cH:20][c:21]([NH2:23])[cH:22]1. Starting materials: Polyacrylamide, C1COCCN1CCS(=O)(=O)O (2(N-Morpholino)ethane sulfonic acid), [Na+].[Cl-] (NaCl), [Cl-].[K+] (KCl), OP(=O)(O)[O-].[K+] (KH2PO4), Na2HPO4.7H2O, 239, [Na+].[Cl-] (NaCl). Run at temperature 124 celsius. Product: OP(=O)(O)[O-].OP(=O)([O-])[O-].[Na+].[Na+].[Na+].[Cl-].[Cl-].[K+].[K+] (PBS). RXN SMILES: [Na+:1].[Cl-:2].C1N(CCS(O)(=O)=O)CCOC1.[Cl-].[K+:16].[OH:17][P:18]([O-:21])([OH:20])=[O:19].[K+]>>[OH:19][P:18]([O-:21])([OH:20])=[O:17].[OH:19][P:18]([O-:21])([O-:20])=[O:17].[Na+:1].[Na+:1].[Na+:1].[Cl-:2].[Cl-:2].[K+:16].[K+:16] |f:0.1,3.4,5.6,7.8.9.10.11.12.13.14.15|. Procedure: Polyacrylamide Bio-Carriers (Bio-Rad Laboratories, Richmond, Calif.) with a swollen surface area of 16.5 m2 or the equivalent of 239 roller bottles (each having 690 cm2 available surface) were sterilized by autoclaving in aqueous buffer solution at pH 5.0 consisting of 0.05 M NaCl and 0.05 M 2(N-Morpholino)ethane sulfonic acid (MES). During autoclaving, the depth of the settled beads was less than two inches (<5.18 cm metric) and the temperature was maintained at 124° C. for about 40 to 60 minut... Procedure: This was prepared from 1-acetyl-6-bromo-2,3-dihydro-1H-indol-5-ol (Tetrahedron, 1973, 29 (8), 1115) and 1-ethyl-1,2,3,6-tetrahydropyridine-4-methanol (D108), following the procedure of Description 8 (alternative preparation), steps a), b), and c). This gave the title compound (overall yield: 45%) as a fine grey powder. The yield is 45.0%. Yields the product C(C)N1CCC2(CC1)COC1=CC=3CCNC3C=C12 (1'-Ethyl-2,3,6,7-tetrahydrospiro[furo[2,3-f]indole-3,4'-piperidine]). RXN SMILES: C([N:4]1[C:12]2[C:7](=[CH:8][C:9]([OH:14])=[C:10](Br)[CH:11]=2)[CH2:6][CH2:5]1)(=O)C.[CH2:15]([N:17]1[CH2:22][CH:21]=[C:20]([CH2:23]O)[CH2:19][CH2:18]1)[CH3:16]>>[CH2:15]([N:17]1[CH2:22][CH2:21][C:20]2([C:10]3[C:9](=[CH:8][C:7]4[CH2:6][CH2:5][NH:4][C:12]=4[CH:11]=3)[O:14][CH2:23]2)[CH2:19][CH2:18]1)[CH3:16]. Starting materials: C(C)(=O)N1CCC2=CC(=C(C=C12)Br)O (1-acetyl-6-bromo-2,3-dihydro-1H-indol-5-ol), C(C)N1CCC(=CC1)CO (1-ethyl-1,2,3,6-tetrahydropyridine-4-methanol). Reactants: C(CC)=O (propionaldehyde), C(C)(=O)O[BH-](OC(C)=O)OC(C)=O.[Na+] (sodium triacetoxyborohydride), CC1(CC(CC1(C)C)C1=C(C=CC=C1)N1CCNCC1)C (1-[2-(3,3,4,4-tetramethylcyclopentyl)phenyl]piperazine), C(CC)=O (propionaldehyde), C(C)(=O)O[BH-](OC(C)=O)OC(C)=O.[Na+] (sodium triacetoxyborohydride), C(C)(=O)O (acetic acid), C(O)([O-])=O.[Na+] (sodium hydrogencarbonate). The solvent is ClCCCl (1,2-dichloroethane), C(C)(=O)OCC (ethyl acetate), O1CCCC1 (tetrahydrofuran). Reaction conditions: time 3 hour. The product is C(CC)N1CCN(CC1)C1=C(C=CC=C1)C1CC(C(C1)(C)C)(C)C (1-propyl-4-[2-(3,3,4,4-tetramethylcyclopentyl)phenyl]piperazine). Yield: 5.2%. As a reaction SMILES: [CH3:1][C:2]1([CH3:21])[C:6]([CH3:8])([CH3:7])[CH2:5][CH:4]([C:9]2[CH:14]=[CH:13][CH:12]=[CH:11][C:10]=2[N:15]2[CH2:20][CH2:19][NH:18][CH2:17][CH2:16]2)[CH2:3]1.[CH:22](=O)[CH2:23][CH3:24].C(O[BH-](OC(=O)C)OC(=O)C)(=O)C.[Na+].C(O)(=O)C.C(=O)([O-])O.[Na+]>O1CCCC1.C(OCC)(=O)C.ClCCCl>[CH2:22]([N:18]1[CH2:17][CH2:16][N:15]([C:10]2[CH:11]=[CH:12][CH:13]=[CH:14][C:9]=2[CH:4]2[CH2:3][C:2]([CH3:21])([CH3:1])[C:6]([CH3:7])([CH3:8])[CH2:5]2)[CH2:20][CH2:19]1)[CH2:23][CH3:24] |f:2.3,5.6|. Procedure: To a solution of the 1-[2-(3,3,4,4-tetramethylcyclopentyl)phenyl]piperazine (20 mg, 0.0698 mmol) produced in Example (55b) in tetrahydrofuran (1 mL) were added propionaldehyde (0.0065 mL, 0.0908 mmol), sodium triacetoxyborohydride (19.2 mg, 0.0908 mmol) and acetic acid (0.0076 mL, 0.133 mmol), followed by stirring for 3 hours at room temperature. After further adding propionaldehyde (0.0065 mL, 0.0908 mmol), sodium triacetoxyborohydride (19.2 mg, 0.0908 mmol) and 1,2-dichloroethane (1 mL) to the... Procedure: 60% Sodium hydride (67 mg, 1.68 mmol) was washed with hexane under argon atmosphere, and then suspended in dimethyl sulfoxide (10 ml). The obtained suspension was stirred at room temperature for 30 minutes. 5,11-Dihydrodibenzo[b,e][1,4]oxazepine (300 mg, 1.53 mmol) was added to the suspension, and they were stirred at room temperature for 30 minutes and then at 50° C. for 30 minutes. A solution of (R)-3-chloro-1-(4-dimethylaminophenethyl)homopiperidine (470 mg, 1.68 mmol) in dimethyl sulfoxide (... RXN SMILES: [H-].[Na+].[CH:3]1[C:13]2[CH2:12][O:11][C:10]3[CH:14]=[CH:15][CH:16]=[CH:17][C:9]=3[NH:8][C:7]=2[CH:6]=[CH:5][CH:4]=1.Cl[C@@H:19]1[CH2:25][CH2:24][CH2:23][CH2:22][N:21]([CH2:26][CH2:27][C:28]2[CH:33]=[CH:32][C:31]([N:34]([CH3:36])[CH3:35])=[CH:30][CH:29]=2)[CH2:20]1>CCCCCC.CS(C)=O.C(=O)([O-])O.[Na+].C(OCC)(=O)C>[CH3:36][N:34]([CH3:35])[C:31]1[CH:30]=[CH:29][C:28]([CH2:27][CH2:26][N:21]2[CH2:22][CH2:23][CH2:24][CH2:25][C@@H:20]2[CH2:19][N:8]2[C:7]3[CH:6]=[CH:5][CH:4]=[CH:3][C:13]=3[CH2:12][O:11][C:10]3[CH:14]=[CH:15][CH:16]=[CH:17][C:9]2=3)=[CH:33][CH:32]=1 |f:0.1,6.7|. The product is CN(C1=CC=C(CCN2[C@H](CCCC2)CN2C3=C(OCC4=C2C=CC=C4)C=CC=C3)C=C1)C ((R)-5,11-dihydro-5-[1-(4-dimethylaminophenethyl) piperidine-2-ylmethyl] dibenzo[b,e][1,4]oxazepine), solid. Run at time 30 minute. The solvent is C(O)([O-])=O.[Na+] (sodium hydrogencarbonate), CCCCCC (hexane), CS(=O)C (dimethyl sulfoxide), C(C)(=O)OCC (ethyl acetate), CS(=O)C (dimethyl sulfoxide). Reactants: [H-].[Na+] (Sodium hydride), Cl[C@H]1CN(CCCC1)CCC1=CC=C(C=C1)N(C)C ((R)-3-chloro-1-(4-dimethylaminophenethyl)homopiperidine), C1=CC=CC=2NC3=C(OCC21)C=CC=C3 (5,11-Dihydrodibenzo[b,e][1,4]oxazepine). Isolated yield 33.0%. The reactants are COc1cc(OC)c(C(=O)O)cc1Br, Cc1ccccc1, O=S(Cl)Cl. The product is COc1cc(OC)c(C(=O)O)cc1Br, [Cl-]. RXN SMILES: [Br:1][c:2]1[c:3]([O:13][CH3:14])[cH:4][c:5]([O:11][CH3:12])[c:6]([C:7](=[O:8])[OH:9])[cH:10]1.[CH3:19][c:20]1[cH:21][cH:22][cH:23][cH:24][cH:25]1.[S:15]([Cl:16])([Cl:17])=[O:18]>>[Br:1][c:2]1[c:3]([O:13][CH3:14])[cH:4][c:5]([O:11][CH3:12])[c:6]([C:7](=[O:8])[OH:9])[cH:10]1.[Cl-:17].